This data is from the Open Reaction Database (ORD), a public repository of structured organic reaction records. The task is: describe an organic reaction: reactants, conditions, products, and yield The reactants are O1CCCC1 (Tetrahydrofuran), C(C)(C)[C@@H]1NC(OC1)=O ((S)-4-isopropyl-oxazolidin-2-one), C(CCC=C)(=O)Cl (4-pentenoyl chloride). Run in O (water). Reaction conditions: temperature -70 celsius, time 30 minute. Yields the product C(C)(C)[C@@H]1N(C(OC1)=O)C(CCC=C)=O ((S)-4-isopropyl-3-(4-pentenoyl)-oxazolidin-2-one). RXN SMILES: O1CCCC1.[CH:6]([C@H:9]1[CH2:13][O:12][C:11](=[O:14])[NH:10]1)([CH3:8])[CH3:7].[C:15](Cl)(=[O:20])[CH2:16][CH2:17][CH:18]=[CH2:19]>O>[CH:6]([C@H:9]1[CH2:13][O:12][C:11](=[O:14])[N:10]1[C:15](=[O:20])[CH2:16][CH2:17][CH:18]=[CH2:19])([CH3:8])[CH3:7]. Reported procedure: Tetrahydrofuran (2 L) solution of 108 g of (S)-4-isopropyl-oxazolidin-2-one was cooled in a dry ice bath at −70° C., 345 mL of 2.66 M n-butyllithium-hexane solution was added thereto, and the reaction liquid was stirred at −70° C. for 30 minutes. Next, 102 mL of 4-pentenoyl chloride was added thereto at −70° C., the reaction liquid was stirred for 30 minutes, and water was added thereto to stop the reaction. This was extracted with ethyl acetate, the organic layer was washed with aqueous saturat...